This data is from the Open Reaction Database (ORD), a public repository of structured organic reaction records. The task is: describe an organic reaction: reactants, conditions, products, and yield The reactants are C1CNCCN1, CS(C)=O, CCCCCCNc1nc(Cl)nc2c(SC)ncnc12. Yields the product CCCCCCNc1nc(N2CCNCC2)nc2c(SC)ncnc12. RXN SMILES: [CH2:21]1[CH2:22][NH:23][CH2:24][CH2:25][NH:26]1.[CH3:27][S:28]([CH3:29])=[O:30].[Cl:1][c:2]1[n:3][c:4]([NH:14][CH2:15][CH2:16][CH2:17][CH2:18][CH2:19][CH3:20])[c:5]2[c:6]([n:7]1)[c:8]([S:12][CH3:13])[n:9][cH:10][n:11]2>>[c:2]1([N:23]2[CH2:22][CH2:21][NH:26][CH2:25][CH2:24]2)[n:3][c:4]([NH:14][CH2:15][CH2:16][CH2:17][CH2:18][CH2:19][CH3:20])[c:5]2[c:6]([n:7]1)[c:8]([S:12][CH3:13])[n:9][cH:10][n:11]2.